This data is from the Open Reaction Database (ORD), a public repository of structured organic reaction records. The task is: describe an organic reaction: reactants, conditions, products, and yield Reactants: rhodium(acac)bis ethylene, C1=CC=C(C=C1)P(C2=CC=CC=C2)C3=C(C4=CC=CC=C4C=C3)C5=C(C=CC6=CC=CC=C65)P(C7=CC=CC=C7)C8=CC=CC=C8 ((R)-BINAP), FC1=CC=C(C=C1)B(O)O (4-fluoro-phenylboronic acid), CO (MeOH), C(C1=CC=CC=C1)N1CC(=CC1)C(C)=O (1-(1-benzyl-2,5-dihydro-1H-pyrrol-3-yl)-ethanone). Run in O (H2O). Run at temperature 60 celsius. Yields the product C(C1=CC=CC=C1)N1C[C@@H]([C@H](C1)C1=CC=C(C=C1)F)C(C)=O (1-[(3R,4S)-1-Benzyl-4-(4-fluoro-phenyl)-pyrrolidin-3-yl]-ethanone). Yield: 9.7%. RXN SMILES: C1C=CC(P(C2C=CC3C(=CC=CC=3)C=2C2C3C(=CC=CC=3)C=CC=2P(C2C=CC=CC=2)C2C=CC=CC=2)C2C=CC=CC=2)=CC=1.[F:47][C:48]1[CH:53]=[CH:52][C:51](B(O)O)=[CH:50][CH:49]=1.CO.[CH2:59]([N:66]1[CH2:70][CH:69]=[C:68]([C:71](=[O:73])[CH3:72])[CH2:67]1)[C:60]1[CH:65]=[CH:64][CH:63]=[CH:62][CH:61]=1>O>[CH2:59]([N:66]1[CH2:70][C@H:69]([C:51]2[CH:52]=[CH:53][C:48]([F:47])=[CH:49][CH:50]=2)[C@@H:68]([C:71](=[O:73])[CH3:72])[CH2:67]1)[C:60]1[CH:65]=[CH:64][CH:63]=[CH:62][CH:61]=1. Procedure details: A two necked flask was charged under argon with rhodium(acac)bis ethylene (185 mg, 0.05 eq.), (R)-BINAP (442 mg, 0.05 eq.) and 4-fluoro-phenylboronic acid (4.87 g, 2.5 eq.). 300 mL of MeOH and 30 mL of H2O were added followed by 1-(1-benzyl-2,5-dihydro-1H-pyrrol-3-yl)-ethanone (2.8 g). The reaction mixture was heated at 60° C. for 8 hours, cooled down to RT and concentrated under vacuo. Purification by flash chromatography (SiO2, EtOAc/Heptane 2/1) afforded 0.40 g (10%) of the title product as a...